This data is from the Open Reaction Database (ORD), a public repository of structured organic reaction records. The task is: describe an organic reaction: reactants, conditions, products, and yield Starting materials: CC(C)(C)OC(=O)NC1CCCN(c2c(Br)cnc3c2c(NC(=O)C2CC2)cn3C(=O)OC(C)(C)C)C1, O=C([O-])[O-], CB1OB(C)OB(C)O1, [K+], [K+], C1COCCO1, c1ccc(P(c2ccccc2)(c2ccccc2)[Pd](P(c2ccccc2)(c2ccccc2)c2ccccc2)(P(c2ccccc2)(c2ccccc2)c2ccccc2)P(c2ccccc2)(c2ccccc2)c2ccccc2)cc1. The product is Cc1cnc2c(c(NC(=O)C3CC3)cn2C(=O)OC(C)(C)C)c1N1CCCC(NC(=O)OC(C)(C)C)C1. Reaction SMILES: [Br:1][c:2]1[c:3]([N:24]2[CH2:25][CH:26]([NH:30][C:31](=[O:32])[O:33][C:34]([CH3:35])([CH3:36])[CH3:37])[CH2:27][CH2:28][CH2:29]2)[c:4]2[c:5]([n:6][cH:7]1)[n:8]([C:17](=[O:18])[O:19][C:20]([CH3:21])([CH3:22])[CH3:23])[cH:9][c:10]2[NH:11][C:12](=[O:13])[CH:14]1[CH2:15][CH2:16]1.[C:38](=[O:39])([O-:40])[O-:41].[CH3:44][B:45]1[O:46][B:47]([CH3:48])[O:49][B:50]([CH3:51])[O:52]1.[K+:42].[K+:43].[O:53]1[CH2:54][CH2:55][O:56][CH2:57][CH2:58]1.[cH:59]1[cH:60][cH:61][c:62]([P:63]([Pd:64]([P:65]([c:66]2[cH:67][cH:68][cH:69][cH:70][cH:71]2)([c:72]2[cH:73][cH:74][cH:75][cH:76][cH:77]2)[c:78]2[cH:79][cH:80][cH:81][cH:82][cH:83]2)([P:84]([c:85]2[cH:86][cH:87][cH:88][cH:89][cH:90]2)([c:91]2[cH:92][cH:93][cH:94][cH:95][cH:96]2)[c:97]2[cH:98][cH:99][cH:100][cH:101][cH:102]2)[P:103]([c:104]2[cH:105][cH:106][cH:107][cH:108][cH:109]2)([c:110]2[cH:111][cH:112][cH:113][cH:114][cH:115]2)[c:116]2[cH:117][cH:118][cH:119][cH:120][cH:121]2)([c:122]2[cH:123][cH:124][cH:125][cH:126][cH:127]2)[c:128]2[cH:129][cH:130][cH:131][cH:132][cH:133]2)[cH:134][cH:135]1>>[c:2]1([CH3:38])[c:3]([N:24]2[CH2:25][CH:26]([NH:30][C:31](=[O:32])[O:33][C:34]([CH3:35])([CH3:36])[CH3:37])[CH2:27][CH2:28][CH2:29]2)[c:4]2[c:5]([n:6][cH:7]1)[n:8]([C:17](=[O:18])[O:19][C:20]([CH3:21])([CH3:22])[CH3:23])[cH:9][c:10]2[NH:11][C:12](=[O:13])[CH:14]1[CH2:15][CH2:16]1. Reactants: C(C)(=O)[O-].[NH4+] (ammonium acetate), C(C)(C)(C)[N+]#[C-] (t-butylisonitrile), C(C=C)C1C(CC(C1)C[N+](=O)[O-])=O (2-allyl-4-(nitromethyl)cyclopentanone), FC(CO)(F)F (2,2,2-trifluoroethanol). The solvent is ClCCl (dichloromethane). Reaction conditions: time 2 day. Product: C(C)(=O)N[C@@]1([C@H](CC(C1)C[N+](=O)[O-])CC=C)C(=O)NC(C)(C)C ((1S,2S)-1-acetamido-2-allyl-N-tert-butyl-4-(nitromethyl)cyclopentanecarboxamide). Reaction SMILES: [CH2:1]([CH:4]1[CH2:8][CH:7]([CH2:9][N+:10]([O-:12])=[O:11])[CH2:6][C:5]1=O)[CH:2]=[CH2:3].[C:14]([O-:17])(=O)[CH3:15].[NH4+:18].[C:19]([N+:23]#[C-])([CH3:22])([CH3:21])[CH3:20].FC(F)(F)[CH2:27][OH:28]>ClCCl>[C:14]([NH:18][C@@:5]1([C:27]([NH:23][C:19]([CH3:22])([CH3:21])[CH3:20])=[O:28])[CH2:6][CH:7]([CH2:9][N+:10]([O-:12])=[O:11])[CH2:8][C@@H:4]1[CH2:1][CH:2]=[CH2:3])(=[O:17])[CH3:15] |f:1.2|. Procedure: A stirred solution of 2-allyl-4-(nitromethyl)cyclopentanone, mixture of isomers (0.366 g, 2.0 mmol) in 2,2,2-trifluoroethanol (1.5 mL) under nitrogen was treated with ammonium acetate (0.617 g, 8 mmol) and t-butylisonitrile (0.68 mL, 6.0 mmol) and stirred at room temperature for 2 days. The mixture was diluted with dichloromethane (20 mL) and added directly to a silica gel column (˜250 cc) and eluted with 7:3 dichloromethane/ethyl acetate to afford first the two isomers with acetamino and allyl ...